Dataset: the Open Reaction Database (ORD), a public repository of structured organic reaction records. Task: describe an organic reaction: reactants, conditions, products, and yield The reactants are O=C[C@H](O)[C@@H](O)[C@@H](O)CO (L-arabinose), C(C=C)N (2-propenylamine), ClCCN=C=O (2-chloroethyl isocyanate). Product: ClCCNC(=O)N(C1[C@H](O)[C@@H](O)[C@@H](O)CO1)CC=C (1-(2-chloroethyl)-3-(2-propenyl)-3-(L-arabinopyranosyl)urea). Isolated yield 62.3%. RXN SMILES: O=[CH:2][C@@H:3]([C@H:5]([C@H:7]([CH2:9][OH:10])[OH:8])[OH:6])[OH:4].[CH2:11]([NH2:14])[CH:12]=[CH2:13].[Cl:15][CH2:16][CH2:17][N:18]=[C:19]=[O:20]>>[Cl:15][CH2:16][CH2:17][NH:18][C:19]([N:14]([CH2:11][CH:12]=[CH2:13])[CH:9]1[O:10][CH2:2][C@H:3]([OH:4])[C@H:5]([OH:6])[C@H:7]1[OH:8])=[O:20]. Procedure: 4.5 g of L-arabinose, 2.5 g of 2-propenylamine and 3.5 g of 2-chloroethyl isocyanate are treated in the same manner as described in Example 31-(1). 5.5 g of 1-(2-chloroethyl)-3-(2-propenyl)-3-(L-arabinopyranosyl)urea are thereby obtained as colorless powder. Reactants: solution, [Al](C)(C)C (Al(CH3)3), ClC1=C(C#N)C=CC=C1Cl (2,3-dichlorobenzonitrile), N(=[N+]=[N-])[Si](C)(C)C (azidotrimethylsilane), Cl (HCl). Solvent: C1(=CC=CC=C1)C (toluene). Run at temperature 80 celsius. The product is ClC1=C(C=CC=C1Cl)C1=NN=NN1 (5-(2,3-dichlorophenyl)-1H-tetrazole). RXN SMILES: [Al](C)(C)C.[Cl:5][C:6]1[C:13]([Cl:14])=[CH:12][CH:11]=[CH:10][C:7]=1[C:8]#[N:9].[N:15]([Si](C)(C)C)=[N+:16]=[N-:17].Cl>C1(C)C=CC=CC=1>[Cl:5][C:6]1[C:13]([Cl:14])=[CH:12][CH:11]=[CH:10][C:7]=1[C:8]1[NH:17][N:16]=[N:15][N:9]=1. Reported procedure: A 2.0 M solution of Al(CH3)3 in toluene (35 mL) was treated with 2,3-dichlorobenzonitrile (8.00 g, 37.2 mmol), azidotrimethylsilane (5.14 g, 44.6 mmol) slowly, and heated at 80° C. for 16 hours behind a blast shield. The mixture was cooled to 0° C. and treated with 2N HCl (100 mL) dropwise over 1 hour. The mixture was allowed to warm to ambient temperature and extracted twice with ethyl acetate (100 mL). The combined organic phases were dried over Na2SO4, filtered through a ½″ pad of silica gel,...